From a dataset of the Open Reaction Database (ORD), a public repository of structured organic reaction records. describe an organic reaction: reactants, conditions, products, and yield Starting materials: C(=O)(O)C12CCC(CC1)(CC2)NCC(=O)N2[C@@H](C[C@@H](C2)F)C#N ((2S,4S)-1-[[N-(4-carboxybicyclo[2.2.2]oct-1-yl)amino]acetyl]-4-fluoropyrrolidine-2-carbonitrile), C1=CC=C(C=C1)CC2=CC=C(C=C2)N (4-aminodiphenylmethane). Product: F[C@H]1C[C@H](N(C1)C(CNC12CCC(CC1)(CC2)C(=O)NC2=CC=C(C=C2)CC2=CC=CC=C2)=O)C#N ((2S,4S)-4-fluoro-1-[[N-[4-[N-(4-phenylmethylphenyl)amino]carbonylbicyclo[2.2.2]oct-1-yl]amino]acetyl]pyrrolidine-2-carbonitrile). The yield is 41.2%. As a reaction SMILES: [C:1]([C:4]12[CH2:11][CH2:10][C:7]([NH:12][CH2:13][C:14]([N:16]3[CH2:20][C@@H:19]([F:21])[CH2:18][C@H:17]3[C:22]#[N:23])=[O:15])([CH2:8][CH2:9]1)[CH2:6][CH2:5]2)([OH:3])=O.[CH:24]1[CH:29]=[CH:28][C:27]([CH2:30][C:31]2[CH:36]=[CH:35][C:34]([NH2:37])=[CH:33][CH:32]=2)=[CH:26][CH:25]=1>>[F:21][C@@H:19]1[CH2:20][N:16]([C:14](=[O:15])[CH2:13][NH:12][C:7]23[CH2:10][CH2:11][C:4]([C:1]([NH:37][C:34]4[CH:33]=[CH:32][C:31]([CH2:30][C:27]5[CH:26]=[CH:25][CH:24]=[CH:29][CH:28]=5)=[CH:36][CH:35]=4)=[O:3])([CH2:5][CH2:6]2)[CH2:9][CH2:8]3)[C@H:17]([C:22]#[N:23])[CH2:18]1. Procedure details: In a similar manner to Example 63, (2S,4S)-1-[[N-(4-carboxybicyclo[2.2.2]oct-1-yl)amino]acetyl]-4-fluoropyrrolidine-2-carbonitrile (50.0 mg) and 4-aminodiphenylmethane (62.0 mg) were used to obtain (2S,4S)-4-fluoro-1-[[N-[4-[N-(4-phenylmethylphenyl)amino]carbonylbicyclo[2.2.2]oct-1-yl]amino]acetyl]pyrrolidine-2-carbonitrile (31.1 mg). Reactants: CCC(C)(C)C1CCC(O)CC1, C1CCOC1, CC(C)OC(=O)N=NC(=O)OC(C)C, CC1(c2ccc3cc(O)ccc3c2)COC(=O)N1, c1ccc(P(c2ccccc2)c2ccccc2)cc1. The product is CCC(C)(C)C1CCC(Oc2ccc3cc(C4(C)COC(=O)N4)ccc3c2)CC1. As a reaction SMILES: [CH3:19][C:20]([CH2:21][CH3:22])([CH3:23])[CH:24]1[CH2:25][CH2:26][CH:27]([OH:30])[CH2:28][CH2:29]1.[O:31]1[CH2:32][CH2:33][CH2:34][CH2:35]1.[O:55]=[C:56]([O:57][CH:58]([CH3:59])[CH3:60])[N:61]=[N:62][C:63]([O:64][CH:65]([CH3:66])[CH3:67])=[O:68].[OH:1][c:2]1[cH:3][c:4]2[cH:5][cH:6][c:7]([C:12]3([CH3:18])[NH:13][C:14](=[O:17])[O:15][CH2:16]3)[cH:8][c:9]2[cH:10][cH:11]1.[c:36]1([P:37]([c:38]2[cH:39][cH:40][cH:41][cH:42][cH:43]2)[c:44]2[cH:45][cH:46][cH:47][cH:48][cH:49]2)[cH:50][cH:51][cH:52][cH:53][cH:54]1>>[O:1]([c:2]1[cH:3][c:4]2[cH:5][cH:6][c:7]([C:12]3([CH3:18])[NH:13][C:14](=[O:17])[O:15][CH2:16]3)[cH:8][c:9]2[cH:10][cH:11]1)[CH:27]1[CH2:26][CH2:25][CH:24]([C:20]([CH3:19])([CH2:21][CH3:22])[CH3:23])[CH2:29][CH2:28]1. The reactants are O=C([O-])[O-], CCCc1c(OCCCC(=O)OCC)ccc(C(C)=O)c1OCCCCCBr, CC(C)=O, CN(C)C=O, [K+], [K+], CCCc1c(O)ccc(C(C)=O)c1O. Reaction SMILES: [C:43](=[O:44])([O-:45])[O-:46].[CH2:15]([CH3:16])[O:17][C:18]([CH2:19][CH2:20][CH2:21][O:22][c:23]1[c:24]([CH2:39][CH2:40][CH3:41])[c:25]([O:32][CH2:33][CH2:34][CH2:35][CH2:36][CH2:37][Br:38])[c:26]([C:29]([CH3:30])=[O:31])[cH:27][cH:28]1)=[O:42].[CH3:49][C:50](=[O:51])[CH3:52].[CH3:53][N:54]([CH3:55])[CH:56]=[O:57].[K+:47].[K+:48].[OH:1][c:2]1[c:3]([C:12]([CH3:13])=[O:14])[cH:4][cH:5][c:6]([OH:11])[c:7]1[CH2:8][CH2:9][CH3:10]>>[OH:1][c:2]1[c:3]([C:12]([CH3:13])=[O:14])[cH:4][cH:5][c:6]([O:11][CH2:37][CH2:36][CH2:35][CH2:34][CH2:33][O:32][c:25]2[c:24]([CH2:39][CH2:40][CH3:41])[c:23]([O:22][CH2:21][CH2:20][CH2:19][C:18]([O:17][CH2:15][CH3:16])=[O:42])[cH:28][cH:27][c:26]2[C:29]([CH3:30])=[O:31])[c:7]1[CH2:8][CH2:9][CH3:10]. Product: CCCc1c(OCCCCCOc2c(C(C)=O)ccc(OCCCC(=O)OCC)c2CCC)ccc(C(C)=O)c1O. Starting materials: CN[C@@H]1C[C@H]2O[C@@](C)([C@@H]1OC)n1c3ccccc3c3c4c(c5c6ccccc6n2c5c31)C(=O)NC4 (staurosporine), O=Cc1cn(cn1)c2ncccn2. Reagents/catalysts: CC(C)[O-].CC(C)[O-].CC(C)[O-].CC(C)[O-].[Ti+4] (Ti(OiPr)4), CC(=O)O (acetic acid), CC(=O)O[BH-](OC(C)=O)OC(C)=O.[Na+] (Sodium triacetoxyborohydride). The solvent is CN1CCCC1=O (NMP), CN1CCCC1=O (NMP), CN1CCCC1=O (NMP), CN1CCCC1=O (NMP), CN1CCCC1=O (NMP), CN1CCCC1=O (NMP), CN1CCCC1=O (NMP). Conditions: temperature 22 celsius, time 18 hour. Product: CO[C@@H]1[C@@H](C[C@H]2O[C@]1(C)n3c4ccccc4c5c6CNC(=O)c6c7c8ccccc8n2c7c35)N(C)Cc9cn(cn9)c%10ncccn%10, CN[C@@H]1C[C@H]2O[C@@](C)([C@@H]1OC)n1c3ccccc3c3c4c(c5c6ccccc6n2c5c31)C(=O)NC4 (Staurosporine), O=Cc1cn(cn1)c2ncccn2. Reported procedure: Benzyl-(5,6-diethyl-2-methyl-indan-2-yl)-amine is prepared from N-(5,6-diethyl-2-methyl-indan-2-yl)-benzamide by an analogous procedure to that used to prepare benzyl-(5,6-diethyl-indan-2-yl)-amine in Intermediate 18. ES+ MS m/e 294 (MH+) The reactants are C(C)C=1C=C2CC(CC2=CC1CC)(C)NC(C1=CC=CC=C1)=O (N-(5,6-diethyl-2-methyl-indan-2-yl)-benzamide), C(C1=CC=CC=C1)NC1CC2=CC(=C(C=C2C1)CC)CC (benzyl-(5,6-diethyl-indan-2-yl)-amine). Run in Intermediate 18. Reaction SMILES: [CH2:1]([C:3]1[CH:4]=[C:5]2[C:9](=[CH:10][C:11]=1[CH2:12][CH3:13])[CH2:8][C:7]([NH:15][C:16](=O)[C:17]1[CH:22]=[CH:21][CH:20]=[CH:19][CH:18]=1)([CH3:14])[CH2:6]2)[CH3:2].C(NC1CC2C(=CC(CC)=C(CC)C=2)C1)C1C=CC=CC=1>>[CH2:16]([NH:15][C:7]1([CH3:14])[CH2:8][C:9]2[C:5](=[CH:4][C:3]([CH2:1][CH3:2])=[C:11]([CH2:12][CH3:13])[CH:10]=2)[CH2:6]1)[C:17]1[CH:18]=[CH:19][CH:20]=[CH:21][CH:22]=1. Yields the product C(C1=CC=CC=C1)NC1(CC2=CC(=C(C=C2C1)CC)CC)C (Benzyl-(5,6-diethyl-2-methyl-indan-2-yl)-amine). As a reaction SMILES: [CH2:31]1[O:32][CH2:33][CH2:34][O:35][CH2:36]1.[CH3:1][N:2]([c:3]1[n:4][c:5]([NH2:9])[cH:6][cH:7][cH:8]1)[CH:10]1[CH2:11][CH2:12][N:13]([CH3:16])[CH2:14][CH2:15]1.[F:17][c:18]1[cH:19][c:20]([C:27]([F:28])([F:29])[F:30])[c:21]([C:22](=[O:23])[Cl:24])[cH:25][cH:26]1>>[CH3:1][N:2]([c:3]1[n:4][c:5]([NH:9][C:22]([c:21]2[c:20]([C:27]([F:28])([F:29])[F:30])[cH:19][c:18]([F:17])[cH:26][cH:25]2)=[O:23])[cH:6][cH:7][cH:8]1)[CH:10]1[CH2:11][CH2:12][N:13]([CH3:16])[CH2:14][CH2:15]1.[ClH:24]. Yields the product CN1CCC(N(C)c2cccc(NC(=O)c3ccc(F)cc3C(F)(F)F)n2)CC1, Cl. Reactants: C1COCCO1, CN1CCC(N(C)c2cccc(N)n2)CC1, O=C(Cl)c1ccc(F)cc1C(F)(F)F.